Dataset: the Open Reaction Database (ORD), a public repository of structured organic reaction records. Task: describe an organic reaction: reactants, conditions, products, and yield As a reaction SMILES: [OH:1][C:2]1[C:11]2[C:6](=[CH:7][CH:8]=[CH:9][CH:10]=2)[C:5]([O:12][CH3:13])=[CH:4][C:3]=1[O:14][CH3:15].[CH3:16][N:17]=[C:18]=[O:19]>O1CCCC1.CN(C)C1C=CN=CC=1>[CH3:16][NH:17][C:18]([O:1][C:2]1[C:11]2[C:6](=[CH:7][CH:8]=[CH:9][CH:10]=2)[C:5]([O:12][CH3:13])=[CH:4][C:3]=1[O:14][CH3:15])=[O:19]. Procedure: To a solution of 1.00 g of 1-hydroxy-2,4-dimethoxynaphthalene, prepared as shown in Preparations 7 and 8, in 50 ml of tetrahydrofuran was added 0.335 g of methyl isocyanate followed by 0.12 g of 4-dimethylaminopyridine. The solution was stirred at room temperature overnight. The solvent was removed under reduced pressure and the residue dissolved in ethyl acetate, washed with dilute hydrochloric acid and dried over anhydrous sodium sulfate. The solvent was removed under reduced pressure and the ... Reaction conditions: time 8 hour. Yields the product CNC(=O)OC1=C(C=C(C2=CC=CC=C12)OC)OC (1-methylcarbamoyloxy-2,4-dimethoxynaphthalene). Reagents/catalysts: CN(C1=CC=NC=C1)C (4-dimethylaminopyridine). Run in O1CCCC1 (tetrahydrofuran). Reactants: OC1=C(C=C(C2=CC=CC=C12)OC)OC (1-hydroxy-2,4-dimethoxynaphthalene), CN=C=O (methyl isocyanate). Reported procedure: A solution of 6-chloro-5-nitropyrimidine-2,4-diamine (10 g, 60% pure, 32 mmol) in THF (300 mL) was treated with saturated aq NaHCO3 (75 mL), 5-methylfuran-2-boronic acid (7.33 g, 0.058 mol) and Pd(PPh3)4 (1 g, 0.865 mmol) and refluxed with vigorous stirring under argon overnight. The mixture was cooled to room temperature, diluted with EtOAc (400 mL) and water (300 mL), filtered to remove insoluble material and the filtrate was extracted with EtOAc (2×100 mL). The combined organic phase was drie... Run in C1CCOC1 (THF), CCOC(=O)C (EtOAc), O (water). RXN SMILES: Cl[C:2]1[N:7]=[C:6]([NH2:8])[N:5]=[C:4]([NH2:9])[C:3]=1[N+:10]([O-:12])=[O:11].C([O-])(O)=O.[Na+].[CH3:18][C:19]1[O:23][C:22](B(O)O)=[CH:21][CH:20]=1>C1COCC1.CCOC(C)=O.O.C1C=CC([P]([Pd]([P](C2C=CC=CC=2)(C2C=CC=CC=2)C2C=CC=CC=2)([P](C2C=CC=CC=2)(C2C=CC=CC=2)C2C=CC=CC=2)[P](C2C=CC=CC=2)(C2C=CC=CC=2)C2C=CC=CC=2)(C2C=CC=CC=2)C2C=CC=CC=2)=CC=1>[CH3:18][C:19]1[O:23][C:22]([C:2]2[N:7]=[C:6]([NH2:8])[N:5]=[C:4]([NH2:9])[C:3]=2[N+:10]([O-:12])=[O:11])=[CH:21][CH:20]=1 |f:1.2,^1:42,44,63,82|. Yields the product CC1=CC=C(O1)C1=C(C(=NC(=N1)N)N)[N+](=O)[O-] (6-(5-Methyl-2-furyl)-5-nitropyrimidine-2,4-diamine). Isolated yield 79.7%. Run at time 8 hour. The reagents and catalysts are C=1C=CC(=CC1)[P](C=2C=CC=CC2)(C=3C=CC=CC3)[Pd]([P](C=4C=CC=CC4)(C=5C=CC=CC5)C=6C=CC=CC6)([P](C=7C=CC=CC7)(C=8C=CC=CC8)C=9C=CC=CC9)[P](C=1C=CC=CC1)(C=1C=CC=CC1)C=1C=CC=CC1 (Pd(PPh3)4). Starting materials: ClC1=C(C(=NC(=N1)N)N)[N+](=O)[O-] (6-chloro-5-nitropyrimidine-2,4-diamine), C(=O)(O)[O-].[Na+] (NaHCO3), CC1=CC=C(O1)B(O)O (5-methylfuran-2-boronic acid). Starting materials: CC[O-], CCO, Nc1nnc2c(C3CC3)c(C3CC3)c(Cl)nn12, [Na+], O. Product: CCOc1nn2c(N)nnc2c(C2CC2)c1C1CC1. RXN SMILES: [CH3:19][CH2:20][O-:21].[CH3:23][CH2:24][OH:25].[Cl:1][c:2]1[c:3]([CH:15]2[CH2:16][CH2:17]2)[c:4]([CH:12]2[CH2:13][CH2:14]2)[c:5]2[n:6]([n:7]1)[c:8]([NH2:11])[n:9][n:10]2.[Na+:18].[OH2:22]>>[c:2]1([O:21][CH2:20][CH3:19])[c:3]([CH:15]2[CH2:16][CH2:17]2)[c:4]([CH:12]2[CH2:13][CH2:14]2)[c:5]2[n:6]([n:7]1)[c:8]([NH2:11])[n:9][n:10]2. Reactants: C(C)(C)(C)OC(=O)N1CCC2(CCNC2=O)CC1 (1-oxo-2,8-diaza-spiro[4,5]decane-8-carboxylic acid tert-butyl ester), BrC1=CC(=C(C=C1)Cl)OC (4-bromo-1-chloro-2-methoxy-benzene), CN(CCN)C (N,N-dimethylethylenediamine), C(=O)([O-])[O-].[Cs+].[Cs+] (Cs2CO3). Reagents/catalysts: [Cu]I (CuI). Solvent: CCOC(=O)C (EtOAc), CO (methanol), O1CCOCC1 (dioxane). Conditions: temperature 110 celsius. The product is C(C)(C)(C)OC(=O)N1CCC2(CCN(C2=O)C2=CC(=C(C=C2)Cl)OC)CC1 (2-(4-Chloro-3-methoxy-phenyl)-1-oxo-2,8-diaza-spiro[4.5]decane-8-carboxylic acid tert-butyl ester). As a reaction SMILES: [C:1]([O:5][C:6]([N:8]1[CH2:18][CH2:17][C:11]2([C:15](=[O:16])[NH:14][CH2:13][CH2:12]2)[CH2:10][CH2:9]1)=[O:7])([CH3:4])([CH3:3])[CH3:2].Br[C:20]1[CH:25]=[CH:24][C:23]([Cl:26])=[C:22]([O:27][CH3:28])[CH:21]=1.CN(C)CCN.C([O-])([O-])=O.[Cs+].[Cs+]>O1CCOCC1.[Cu]I.CCOC(C)=O.CO>[C:1]([O:5][C:6]([N:8]1[CH2:9][CH2:10][C:11]2([C:15](=[O:16])[N:14]([C:20]3[CH:25]=[CH:24][C:23]([Cl:26])=[C:22]([O:27][CH3:28])[CH:21]=3)[CH2:13][CH2:12]2)[CH2:17][CH2:18]1)=[O:7])([CH3:4])([CH3:2])[CH3:3] |f:3.4.5|. Procedure: A mixture of 1-oxo-2,8-diaza-spiro[4,5]decane-8-carboxylic acid tert-butyl ester (127 mg, 0.5 mmol, 1 equiv), 4-bromo-1-chloro-2-methoxy-benzene (221 mg, 2equiv), N,N-dimethylethylenediamine (14 mg, 0.3 equiv), CuI (29 mg, 0.3 equiv) and Cs2CO3 (325 mg, 2 equiv) in 1 mL of dioxane were heated at 110° C. overnight and then cooled to room temperature, taken up in a 1:1 mixture of methanol and EtOAc, filtered through a thin pad of celite and concentrated. The crude product was purified by flash col... Starting materials: [Si](C)(C)(C(C)(C)C)Cl (tert-Butyl(dimethyl)silyl chloride), OC1=CC=C(C=C1)C1=C(C(=CC=C1)CC(=O)OCC=C)C (allyl (4′-hydroxy-2-methyl-1,1′-biphenyl-3-yl)acetate), N1C=NC=C1 (imidazole). Run in CN(C=O)C (N,N-dimethylformamide), C(C)(=O)OCC (ethyl acetate). Run at time 1 hour. The product is [Si](C)(C)(C(C)(C)C)OC1=CC=C(C=C1)C1=C(C(=CC=C1)CC(=O)OCC=C)C (allyl (4′-{[tert-butyl(dimethyl)silyl]oxy}-2-methyl-1,1′-biphenyl-3-yl)acetate). The yield is 68.6%. Reaction SMILES: [Si:1](Cl)([C:4]([CH3:7])([CH3:6])[CH3:5])([CH3:3])[CH3:2].[OH:9][C:10]1[CH:15]=[CH:14][C:13]([C:16]2[CH:21]=[CH:20][CH:19]=[C:18]([CH2:22][C:23]([O:25][CH2:26][CH:27]=[CH2:28])=[O:24])[C:17]=2[CH3:29])=[CH:12][CH:11]=1.N1C=CN=C1>CN(C)C=O.C(OCC)(=O)C>[Si:1]([O:9][C:10]1[CH:11]=[CH:12][C:13]([C:16]2[CH:21]=[CH:20][CH:19]=[C:18]([CH2:22][C:23]([O:25][CH2:26][CH:27]=[CH2:28])=[O:24])[C:17]=2[CH3:29])=[CH:14][CH:15]=1)([C:4]([CH3:7])([CH3:6])[CH3:5])([CH3:3])[CH3:2]. Procedure details: tert-Butyl(dimethyl)silyl chloride (370 mg, 2.48 mmol) was added to a solution of allyl (4′-hydroxy-2-methyl-1,1′-biphenyl-3-yl)acetate (830 mg, 2.48 mmol) obtained in Example (98-1) and imidazole (170 mg, 2.48 mmol) in N,N-dimethylformamide (12 ml), and the mixture was stirred at room temperature for 1 hour. After the reaction mixture was diluted with ethyl acetate and successively washed with water and a saturated aqueous NaCl solution, it was dried with anhydrous sodium sulfate. The residue o... Reactants: N=C1SCCN1C (2-imino-3-methylthiazolidine), C1(=CC=CC=C1)N=C=S (phenylisothiocyanate), CCOCC (ether). Run in C1=CC=CC=C1 (benzene). The product is CN1C(SCC1)=NC(=S)NC1=CC=CC=C1 (N-(3-methyl-2-thiazolidinylidene)-N'-phenylthiourea). Isolated yield 75.0%. RXN SMILES: [NH:1]=[C:2]1[N:6]([CH3:7])[CH2:5][CH2:4][S:3]1.[C:8]1([N:14]=[C:15]=[S:16])[CH:13]=[CH:12][CH:11]=[CH:10][CH:9]=1.CCOCC>C1C=CC=CC=1>[CH3:7][N:6]1[CH2:5][CH2:4][S:3][C:2]1=[N:1][C:15]([NH:14][C:8]1[CH:13]=[CH:12][CH:11]=[CH:10][CH:9]=1)=[S:16]. Reported procedure: A solution of 0.043 mole of 2-imino-3-methylthiazolidine and an equimolar amount of phenylisothiocyanate in 70 ml of dry benzene is refluxed under nitrogen for 2.5 hours. Some ether is added to the cooled reaction mixture and solids are filtered off, 9.8 g (90%). Recrystallization from acetonitrile-ether (1:1) gives 8.0 g (75%) of pure N-(3-methyl-2-thiazolidinylidene)-N'-phenylthiourea; m.p. 168.5°-170.5° C.